This data is from the Open Reaction Database (ORD), a public repository of structured organic reaction records. The task is: describe an organic reaction: reactants, conditions, products, and yield Reactants: OC(CCCCCCCCCCCCCCCN1C(=O)N(C=2N=CN(C2C1=O)C)C)CO (1-(16,17-Dihydroxyheptadecyl)-3,7-dimethylxanthine), Br (HBr), solution, C(C)(=O)O (acetic acid), O (water), C(=O)(O)[O-].[Na+] (NaHCO3). RXN SMILES: [OH:1][CH:2]([CH2:31]O)[CH2:3][CH2:4][CH2:5][CH2:6][CH2:7][CH2:8][CH2:9][CH2:10][CH2:11][CH2:12][CH2:13][CH2:14][CH2:15][CH2:16][CH2:17][N:18]1[C:27](=[O:28])[C:26]2[N:25]([CH3:29])[CH:24]=[N:23][C:22]=2[N:21]([CH3:30])[C:19]1=[O:20].[BrH:33].O.C([O-])(O)=O.[Na+].[C:40]([OH:43])(=O)[CH3:41]>>[C:40]([O:1][CH:2]([CH2:31][Br:33])[CH2:3][CH2:4][CH2:5][CH2:6][CH2:7][CH2:8][CH2:9][CH2:10][CH2:11][CH2:12][CH2:13][CH2:14][CH2:15][CH2:16][CH2:17][N:18]1[C:27](=[O:28])[C:26]2[N:25]([CH3:29])[CH:24]=[N:23][C:22]=2[N:21]([CH3:30])[C:19]1=[O:20])(=[O:43])[CH3:41] |f:3.4|. Procedure: 1-(16,17-Dihydroxyheptadecyl)-3,7-dimethylxanthine (1.10 g, 2.44 mmol) was stirred with HBr (3.50 mL of a 30% solution in acetic acid, 17.1 mmol) for 4 hours. The mixture was then added over 10 minutes to water (50 mL),and NaHCO3 (10 g) and stirred for 30 minutes. The reaction mixture was extracted with dichloromethane (3×30 mL), the combined organic phases were dried using magnesium sulfate and the solvent was evaporated to obtain a residue of 1-(16-acetoxy-17-bromoheptadecyl)-3,7-dimethylxanth... Conditions: time 30 minute. Product: C(C)(=O)OC(CCCCCCCCCCCCCCCN1C(=O)N(C=2N=CN(C2C1=O)C)C)CBr (1-(16-acetoxy-17-bromoheptadecyl)-3,7-dimethylxanthine). The reactants are C([O-])([O-])=O.[K+].[K+] (potassium carbonate), NC1=C(C=CC(=C1)C(F)(F)F)O (2-amino-4-trifluoromethyl-phenol), BrC(C(=O)OCC)CBr (ethyl 2,3-dibromopropionate). Solvent: CC(=O)C (acetone). Product: FC(C=1C=CC2=C(NCC(O2)C(=O)OCC)C1)(F)F (ethyl 6-(trifluoromethyl)-3,4-dihydro-2H-1,4-benzoxazine-2-carboxylate). As a reaction SMILES: C(=O)([O-])[O-].[K+].[K+].[NH2:7][C:8]1[CH:13]=[C:12]([C:14]([F:17])([F:16])[F:15])[CH:11]=[CH:10][C:9]=1[OH:18].Br[CH:20]([CH2:26]Br)[C:21]([O:23][CH2:24][CH3:25])=[O:22]>CC(C)=O>[F:17][C:14]([F:15])([F:16])[C:12]1[CH:11]=[CH:10][C:9]2[O:18][CH:20]([C:21]([O:23][CH2:24][CH3:25])=[O:22])[CH2:26][NH:7][C:8]=2[CH:13]=1 |f:0.1.2|. Procedure: 11.4 g of potassium carbonate was added to 48.7 g of 7B in 320 ml of acetone. Then 18.2 of ethyl 2,3-dibromopropionate was added dropwise to the refluxing mixture. This procedure was repeated thrice. The mixture was refluxed for 17 hours and filtered, and the filtrate was stripped of solvent under reduced pressure. The residue was dissolved in ether; the solution was washed with dilute sodium hydroxide solution, then dried (MgSO4) and stripped of solvent. The residue was washed with petroleum et... Solvent: CO (methanol). RXN SMILES: [NH:1]1[C:11]2[C:6](=[CH:7][CH:8]=[CH:9][CH:10]=2)[C:4](=[O:5])[C:2]1=O.[CH3:12][C:13]([CH2:15][C:16](O)=O)=O.[C:19]([O-:22])([O-])=O.[Na+].[Na+]>CO>[CH:13]1[CH:15]=[CH:16][C:2]2[NH:1][C:19]([OH:22])=[C:6]([C:2]3[C:4](=[O:5])[C:6]4[CH:7]=[CH:8][CH:9]=[CH:10][C:11]=4[N:1]=3)[C:4]=2[CH:12]=1 |f:2.3.4|. The reactants are N1C(=O)C(=O)C2=CC=CC=C12 (isatin), CC(=O)CC(=O)O (diacetate), C(=O)([O-])[O-].[Na+].[Na+] (Na2CO3). Yields the product C=1C=CC2=C(C1)C(=C(N2)O)C3=NC=4C=CC=CC4C3=O (indirubin). Procedure details: To a solution of isatin analogs (77 mg, 0.425 mmol) in methanol (5 ml) were added 5-substituted indoxy N, O diacetate (100 mg, 0.425 mmol) and the mixture was stirred for 5 min. Anhydrous Na2CO3 (112.5 mg, 1.06 mmol) was added, and the stirring was continued for 3 h at room temperature. The dark precipitate was filtered and washed with cold water, and dried under reduced pressure to give derivatives of 5,5-substituted indirubin, 7-10. The appropriate indirubin derivative (10 mg, 0.032 mmol) was ... Reaction conditions: time 5 minute. Starting materials: C(C1=CC=CC=C1)(=O)C1=C(N(C(=C1)C)C(CO)C)C (2-(3-benzoyl-2,5-dimethylpyrrol-1-yl)-2-methylethanol), [H-].[Na+] (Sodium hydride), CI (methyl iodide). Run in C(OC)COC (dimethoxyethane), petroleum ether. Conditions: time 2 hour. Yields the product COCC(C)N1C(=C(C=C1C)C(C1=CC=CC=C1)=O)C (2-(3-benzoyl-2,5-dimethylpyrrol-1-yl)-2-methylethyl methyl ether). Yield: 69.4%. Reaction SMILES: [H-].[Na+].[C:3]([C:11]1[CH:15]=[C:14]([CH3:16])[N:13]([CH:17]([CH3:20])[CH2:18][OH:19])[C:12]=1[CH3:21])(=[O:10])[C:4]1[CH:9]=[CH:8][CH:7]=[CH:6][CH:5]=1.[CH3:22]I>C(COC)OC>[CH3:22][O:19][CH2:18][CH:17]([N:13]1[C:14]([CH3:16])=[CH:15][C:11]([C:3](=[O:10])[C:4]2[CH:5]=[CH:6][CH:7]=[CH:8][CH:9]=2)=[C:12]1[CH3:21])[CH3:20] |f:0.1|. Procedure details: Sodium hydride (50% content, 115 mg, 2.3 mmoles) was washed with 20 ml of petroleum ether twice, and 15 ml of dimethoxyethane was added. To the mixture was added 300 mg (1.17 mmoles) of 2-(3-benzoyl-2,5-dimethylpyrrol-1-yl)-2-methylethanol, and the mixture was stirred at room temperature for 2 hours. Then, 5 ml of methyl iodide was added, and the mixture was further stirred at room temperature for 5 hours. After the reaction, the reaction mixture was extracted with ethyl acetate. The organic lay...